From a dataset of the Open Reaction Database (ORD), a public repository of structured organic reaction records. describe an organic reaction: reactants, conditions, products, and yield Reactants: BrC1=CC2=C(N=CN2)C=C1 (5-bromobenzimidazole), C[Si](C)(C)[N-][Si](C)(C)C.[Li+] (lithiumbis(trimethylsilyl)amide), C1CCOC1 (THF), CC1=CC=C(CN)C=C1 (4-methylbenzylamine), C1(CCCCC1)P(C1=C(C=CC=C1)C1=C(C=CC=C1)N(C)C)C1CCCCC1 (2-dicyclohexylphosphino-2′-(N,N-dimethylamino)biphenyl). Reagents/catalysts: C=1C=CC(=CC1)/C=C/C(=O)/C=C/C2=CC=CC=C2.C=1C=CC(=CC1)/C=C/C(=O)/C=C/C2=CC=CC=C2.C=1C=CC(=CC1)/C=C/C(=O)/C=C/C2=CC=CC=C2.[Pd].[Pd] (Pd2 dba3). The product is CC1=CC=C(CNC2=CC3=C(N=CN3)C=C2)C=C1 (N-(4-Methylbenzyl)-3H-benzo[d]imidazol-5-amine). RXN SMILES: Br[C:2]1[CH:10]=[CH:9][C:5]2[N:6]=[CH:7][NH:8][C:4]=2[CH:3]=1.[CH3:11][C:12]1[CH:19]=[CH:18][C:15]([CH2:16][NH2:17])=[CH:14][CH:13]=1.C1(P(C2CCCCC2)C2C=CC=CC=2C2C=CC=CC=2N(C)C)CCCCC1.C[Si]([N-][Si](C)(C)C)(C)C.[Li+].C1COCC1>C1C=CC(/C=C/C(/C=C/C2C=CC=CC=2)=O)=CC=1.C1C=CC(/C=C/C(/C=C/C2C=CC=CC=2)=O)=CC=1.C1C=CC(/C=C/C(/C=C/C2C=CC=CC=2)=O)=CC=1.[Pd].[Pd]>[CH3:11][C:12]1[CH:19]=[CH:18][C:15]([CH2:16][NH:17][C:2]2[CH:10]=[CH:9][C:5]3[N:6]=[CH:7][NH:8][C:4]=3[CH:3]=2)=[CH:14][CH:13]=1 |f:3.4,6.7.8.9.10|. Procedure: The compound was synthesized starting from 5-bromobenzimidazole (200 mg; 1 mmol; 1 eq.), 4-methylbenzylamine (145 mg; 1.2 mmol; 1.2 eq.), 2-dicyclohexylphosphino-2′-(N,N-dimethylamino)biphenyl (9 mg; 0.024 mmol; 0.024 eq.; 2.4 mol %), Pd2 dba3 (9 mg; 0.01 mmol; 0.01 eq.; 1 mol %) and lithiumbis(trimethylsilyl)amide 1 M in THF (2.2 ml; 2.2 mmol; 2.2 eq.) according to method 1; Yield: 0.058 g (24.5%); MS m/z: 238.3 [M+H]+; 1H-NMR (500 MHz, DMSO d6): δ 2.24 (s, 3H); 4.21 (s, 2H); 5.97 (br s, 1H); 6... The reactants are S(=O)(=O)=O (sulfur trioxide), S(O)(O)(=O)=O (sulfuric acid). Yields the product OS(=O)(=O)O.O=S(=O)=O (oleum). Reaction SMILES: [S:1](=[O:4])(=[O:3])=[O:2].[S:5](=[O:9])(=[O:8])([OH:7])[OH:6]>>[OH:8][S:5]([OH:9])(=[O:7])=[O:6].[O:2]=[S:1](=[O:4])=[O:3] |f:2.3|. Reported procedure: FIG. 7 depicts a subunit for sulfuric acid. Liquid sulfur dioxide is supplied by a cylinder 121 to a fractionating column 122 and then to a membrane filter 123. The purified sulfur dioxide gas is then fed to a catalytic oxidizer 124 where it is combined with purified air 125 over a platinum or other suitable catalyst to produce sulfur trioxide 126. The sulfur trioxide is combined with purified sulfuric acid 127 in an absorber 128 to form ultra-pure oleum 129, which is subsequently diluted with u... The reactants are ClC1=CC=NC2=CC=CC=C12 (4-Chloroquinoline), S(O)(O)(=O)=O (sulfuric acid), [N+](=O)(O)[O-] (nitric acid), [OH-].[NH4+] (ammonium hydroxide). Conditions: time 4 hour. RXN SMILES: [Cl:1][C:2]1[C:11]2[C:6](=[CH:7][CH:8]=[CH:9][CH:10]=2)[N:5]=[CH:4][CH:3]=1.S(=O)(=O)(O)O.[N+:17]([O-])([OH:19])=[O:18].[OH-].[NH4+]>C(OCC)(=O)C>[Cl:1][C:2]1[C:11]2[C:6](=[C:7]([N+:17]([O-:19])=[O:18])[CH:8]=[CH:9][CH:10]=2)[N:5]=[CH:4][CH:3]=1 |f:3.4|. The product is ClC1=CC=NC2=C(C=CC=C12)[N+](=O)[O-] (4-chloro-8-nitroquinoline). Run in C(C)(=O)OCC (ethyl acetate). Isolated yield 54.9%. Procedure: 4-Chloroquinoline (5 g, 31 mmol) was dissolved in sulfuric acid (23 mL, 0.42 mol), to which nitric acid (4.5 mL, 0.11 mol) was slowly added dropwise, which was then stirred at room temperature for four hours. When the reaction was completed, the resultant was cooled to 0° C., and neutralized with 1M ammonium hydroxide. The generated solid was dissolved in ethyl acetate, dried with anhydrous sodium sulfate, and then filtered. The solvent was removed by vacuum distillation, and the residue was pur... The reactants are (meth)acrylic polymer, C(C(=C)C)(=O)OC (methyl methacrylate), C(C=C)(=O)OC (methyl acrylate). Product: C(C(=C)C)(=O)OC.C(C=C)(=O)OCC (methyl methacrylate ethyl acrylate). Reaction SMILES: [C:1]([O:6][CH3:7])(=[O:5])[C:2]([CH3:4])=[CH2:3].[C:8]([O:12][CH3:13])(=[O:11])[CH:9]=[CH2:10]>>[C:1]([O:6][CH3:7])(=[O:5])[C:2]([CH3:4])=[CH2:3].[C:8]([O:12][CH2:13][CH3:1])(=[O:11])[CH:9]=[CH2:10] |f:2.3|. Procedure details: U.S. Pat. No. 5,286,801 teaches that the impact strength of an (meth)acrylic polymer, consisting of a copolymer containing 99% methyl methacrylate and 1% methyl acrylate, is improved by the use of a five stage core-shell particle in which the core, second shell and fourth shell are formed from a methyl methacrylate/ethyl acrylate copolymer containing 95.4 to 95.8% w/w methyl methacrylate, 3.9 to 4.6% w/w ethyl acrylate and 0 to 0.3% w/w allyl methacrylate; and the first and third shells are a n-... Reactants: NC1(CCCC1)C1=NC=2N(C(N(C(C2N1)=O)CCC)=O)CCC (8-(1-aminocyclopentyl)-1,3-dipropylxanthine), N1=CC=CC=C1 (pyridine), Cl (HCl), C(C)(=O)OCC (ethyl acetate). Solvent: O1CCCC1 (tetrahydrofurane). Reaction conditions: time 2 hour. Yields the product C(CC)N1C(=O)N(C=2N=C(NC2C1=O)C1(CCCC1)NC(=O)OCC)CCC (1,3-dipropyl-8-(1(N-ethoxycarbonylamino)cyclopentyl)xanthine). As a reaction SMILES: [NH2:1][C:2]1([C:7]2[NH:15][C:14]3[C:13](=[O:16])[N:12]([CH2:17][CH2:18][CH3:19])[C:11](=[O:20])[N:10]([CH2:21][CH2:22][CH3:23])[C:9]=3[N:8]=2)[CH2:6][CH2:5][CH2:4][CH2:3]1.N1C=CC=CC=1.Cl.[C:31]([O:34][CH2:35][CH3:36])(=[O:33])C>O1CCCC1>[CH2:17]([N:12]1[C:13](=[O:16])[C:14]2[NH:15][C:7]([C:2]3([NH:1][C:31]([O:34][CH2:35][CH3:36])=[O:33])[CH2:3][CH2:4][CH2:5][CH2:6]3)=[N:8][C:9]=2[N:10]([CH2:21][CH2:22][CH3:23])[C:11]1=[O:20])[CH2:18][CH3:19]. Procedure details: To a suspension of 4.5 g of 8-(1-aminocyclopentyl)-1,3-dipropylxanthine in 45 ml of anhydrous tetrahydrofurane 1.83 ml of pyridine and 1.97 ml of ethyl chloroformiate are added. The mixture is stirred for 2 hours at room temperature, followed by the addition of 1N HCl and extraction with ethyl acetate. The organic phase is washed with water, dried and evaporated to obtain 4.2 g of raw product, which is finally crystallized from ethanol/water. The product is FC(COC1=C(C=CC=C1)O)F (2-difluoroethoxyphenol). The solvent is O (water). As a reaction SMILES: Cl[CH:2]([F:4])[F:3].[OH:5][C:6]1[CH:11]=[CH:10][CH:9]=[CH:8][C:7]=1[OH:12].[OH-].[Na+].S(S([O-])=O)([O-])=O.[Na+].[Na+].O1CCOC[CH2:24]1>O>[F:3][CH:2]([F:4])[CH2:24][O:5][C:6]1[CH:11]=[CH:10][CH:9]=[CH:8][C:7]=1[OH:12] |f:2.3,4.5.6|. Reactants: ClC(F)F (chlorodifluoromethane), OC1=C(C=CC=C1)O (o-dihydroxy-benzene), [OH-].[Na+] (sodium hydroxide), S(=O)([O-])S(=O)[O-].[Na+].[Na+] (sodium dithionite), O1CCOCC1 (dioxane). Procedure: Analogously to L. N. Sedova et al., Zh. Org. Khim. 6, 568 (1970), 275 g of chlorodifluoromethane are passed into a solution of 100 g of o-dihydroxy-benzene, 220 g of sodium hydroxide and 60 g of sodium dithionite in 500 ml of water and 400 ml of dioxane at 50°-55° C. After distillation at 61°-62° C./1.0-1.1 kPa a mixture of 1,2-bis(difluoromethoxy)benzene and 2-difluoroethoxyphenol is obtained, which is separated by chromatography on silica gel with cyclohexane/ethyl acetate (4:1). Reactants: N1C(=CC=C1)C(=O)OC (Methyl 1H-pyrrole-2-carboxylate), O (Water), [H-].[Na+] (Sodium hydride), FCCI (1-Fluoro-2-iodoethane). Solvent: CN(C)C=O (DMF). Reaction conditions: time 30 minute. Product: FCCN1C(=CC=C1)C(=O)OC (Methyl 1-(2-fluoroethyl)pyrrole-2-carboxylate). RXN SMILES: [NH:1]1[CH:5]=[CH:4][CH:3]=[C:2]1[C:6]([O:8][CH3:9])=[O:7].[H-].[Na+].[F:12][CH2:13][CH2:14]I.O>CN(C=O)C>[F:12][CH2:13][CH2:14][N:1]1[CH:5]=[CH:4][CH:3]=[C:2]1[C:6]([O:8][CH3:9])=[O:7] |f:1.2|. Reported procedure: Methyl 1H-pyrrole-2-carboxylate (3.0 g, 23.3 mmol) was solved in DMF (40 ml). Sodium hydride (1.40 g, 34.9 mmol, 60% in oil) was added and the mixture was stirred for 30 minutes at room-temperature. 1-Fluoro-2-iodoethane (4.1 g, 23.2 mmol) was added and the mixture was stirred for 15 h at 50° C. Water was added and the mixture was extracted with diethylether. The mixture was washed with saturated aqueous ammonium chloride. The product was purified chromatographically, using a mixture of petroleu... Starting materials: NC=1SC=C(N1)C(C(=O)OCC)=O (ethyl 2-aminothiazol-4-ylglyoxylate), COC1=C(C=CC=C1)N=C=O (o-methoxyphenyl isocyanate). Solvent: CN(C=O)C (dimethylformamide). Yields the product COC1=C(C=CC=C1)NC(NC=1SC=C(N1)C(C(=O)OCC)=O)=O (Ethyl 2-(3-o-methoxyphenylureido)thiazol-4-ylglyoxylate). RXN SMILES: [NH2:1][C:2]1[S:3][CH:4]=[C:5]([C:7](=[O:13])[C:8]([O:10][CH2:11][CH3:12])=[O:9])[N:6]=1.[CH3:14][O:15][C:16]1[CH:21]=[CH:20][CH:19]=[CH:18][C:17]=1[N:22]=[C:23]=[O:24]>CN(C)C=O>[CH3:14][O:15][C:16]1[CH:21]=[CH:20][CH:19]=[CH:18][C:17]=1[NH:22][C:23](=[O:24])[NH:1][C:2]1[S:3][CH:4]=[C:5]([C:7](=[O:13])[C:8]([O:10][CH2:11][CH3:12])=[O:9])[N:6]=1. Procedure: Following a procedure similar to that described in preparation 1, the desired compound was prepared from 5 g of ethyl 2-aminothiazol-4-ylglyoxylate, 4.5 g of o-methoxyphenyl isocyanate and 40 ml of dimethylformamide. The resulting product was a yellow powder having the following physical properties. Starting materials: C(C)OC=1C=C2CC(C2=CC1)C#N (3-Ethoxybicyclo[4.2.0]octa-1,3,5-triene-7-carbonitrile). The reagents and catalysts are [Ni] (Raney nickel). Solvent: CO (methanol), CO (methanol). The product is C(C)OC=1C=C2CC(C2=CC1)CN ([(3-Ethoxybicyclo[4.2.0]octa-1,3,5-trien-7-yl)methyl]amine). RXN SMILES: [CH2:1]([O:3][C:4]1[CH:5]=[C:6]2[C:9](=[CH:10][CH:11]=1)[CH:8]([C:12]#[N:13])[CH2:7]2)[CH3:2]>CO.[Ni]>[CH2:1]([O:3][C:4]1[CH:5]=[C:6]2[C:9](=[CH:10][CH:11]=1)[CH:8]([CH2:12][NH2:13])[CH2:7]2)[CH3:2]. Procedure: 1.5 g (8.65 mmoles) of the product of Step 1 are dissolved in 30 mL of methanol (MeOH). 30 mL of a (7N) ammoniacal methanol solution and 0.5 g of Raney nickel. The reaction mixture is then hydrogenated overnight under a pressure of 1 bar, at ambient temperature. The catalyst is then filtered off and the filtrate is evaporated to dryness. The expected product is obtained in the form an oil.